describe an organic reaction: reactants, conditions, products, and yield From a dataset of the Open Reaction Database (ORD), a public repository of structured organic reaction records. Starting materials: C(C)(C)(C)OC(NC1(CCC1)C1=CC=C(C=C1)C1=C(OC2=C(C=CC=C2C1=O)C#C[Si](C)(C)C)C1=CC=CC=C1)=O ({1-[4-(4-oxo-2-phenyl-8-trimethylsilanylethynyl-4H-chromen-3-yl)-phenyl]-cyclobutyl}-carbamic acid tert-butyl ester), C([O-])([O-])=O.[K+].[K+] (potassium carbonate). Run in CO (MeOH), C(Cl)Cl (DCM). Reaction conditions: time 3 hour. Yields the product C(C)(C)(C)OC(NC1(CCC1)C1=CC=C(C=C1)C1=C(OC2=C(C=CC=C2C1=O)C#C)C1=CC=CC=C1)=O ({1-[4-(8-Ethynyl-4-oxo-2-phenyl-4H-chromen-3-yl)-phenyl]-cyclobutyl}-carbamic acid tert-butyl ester). Yield: 100.6%. As a reaction SMILES: [C:1]([O:5][C:6](=[O:41])[NH:7][C:8]1([C:12]2[CH:17]=[CH:16][C:15]([C:18]3[C:27](=[O:28])[C:26]4[C:21](=[C:22]([C:29]#[C:30][Si](C)(C)C)[CH:23]=[CH:24][CH:25]=4)[O:20][C:19]=3[C:35]3[CH:40]=[CH:39][CH:38]=[CH:37][CH:36]=3)=[CH:14][CH:13]=2)[CH2:11][CH2:10][CH2:9]1)([CH3:4])([CH3:3])[CH3:2].C(=O)([O-])[O-].[K+].[K+]>CO.C(Cl)Cl>[C:1]([O:5][C:6](=[O:41])[NH:7][C:8]1([C:12]2[CH:17]=[CH:16][C:15]([C:18]3[C:27](=[O:28])[C:26]4[C:21](=[C:22]([C:29]#[CH:30])[CH:23]=[CH:24][CH:25]=4)[O:20][C:19]=3[C:35]3[CH:36]=[CH:37][CH:38]=[CH:39][CH:40]=3)=[CH:14][CH:13]=2)[CH2:9][CH2:10][CH2:11]1)([CH3:4])([CH3:2])[CH3:3] |f:1.2.3|. Procedure: A solution of {1-[4-(4-oxo-2-phenyl-8-trimethylsilanylethynyl-4H-chromen-3-yl)-phenyl]-cyclobutyl}-carbamic acid tert-butyl ester (51 mg, 0.091 mmol) in MeOH (2 mL) and DCM (1 mL) was treated with potassium carbonate (15 mg, 0.109 mmol) and the reaction stirred at RT for 3 h. The reaction mixture was quenched with water, diluted with EtOAc, washed with brine, dried (Na2SO4), filtered and concentrated in vacuo to give the title compound as a foamy solid (45 mg, 100%). 1H NMR (400 MHz, CDCl3): δ 8...